From a dataset of the Open Reaction Database (ORD), a public repository of structured organic reaction records. describe an organic reaction: reactants, conditions, products, and yield Reactants: Cl.N[C@H]1CN(C2=C(NC1=O)C=CC=C2)CCOCC2=CC=CC=C2 ((S)-3-amino-5-(2-benzyloxy-ethyl)-1,3,4,5-tetrahydro-benzo[b][1,4]diazepin-2-one hydrochloride), OC(C(=O)O)(C(=O)NCC(C(F)(F)F)(F)F)C ((RS)-2-hydroxy-2-methyl-N-(2,2,3,3,3-pentafluoro-propyl)-malonamic acid), ON1N=NC2=C1C=CC=C2 (1-hydroxy-benzotriazole), N-(3-dimethylaminpropyl)-N′-ethyl-carbodiimide hydrochloride, title compounds. Yields the product C(C1=CC=CC=C1)OCCN1C2=C(NC([C@H](C1)NC(C(C(=O)NCC(C(F)(F)F)(F)F)(C)O)=O)=O)C=CC=C2 (N-[(S)-1-(2-Benzyloxy-ethyl)-4-oxo-2,3,4,5-tetrahydro-1H-benzo[b][1,4]diazepin-3-yl]-2-hydroxy-2-methyl-N′-(2,2,3,3,3-pentafluoro-propyl)-malonamide). Reaction SMILES: Cl.[NH2:2][C@@H:3]1[C:9](=[O:10])[NH:8][C:7]2[CH:11]=[CH:12][CH:13]=[CH:14][C:6]=2[N:5]([CH2:15][CH2:16][O:17][CH2:18][C:19]2[CH:24]=[CH:23][CH:22]=[CH:21][CH:20]=2)[CH2:4]1.[OH:25][C:26]([CH3:41])([C:30]([NH:32][CH2:33][C:34]([F:40])([F:39])[C:35]([F:38])([F:37])[F:36])=[O:31])[C:27](O)=[O:28].ON1C2C=CC=CC=2N=N1>>[CH2:18]([O:17][CH2:16][CH2:15][N:5]1[CH2:4][C@H:3]([NH:2][C:27](=[O:28])[C:26]([OH:25])([CH3:41])[C:30]([NH:32][CH2:33][C:34]([F:39])([F:40])[C:35]([F:36])([F:38])[F:37])=[O:31])[C:9](=[O:10])[NH:8][C:7]2[CH:11]=[CH:12][CH:13]=[CH:14][C:6]1=2)[C:19]1[CH:20]=[CH:21][CH:22]=[CH:23][CH:24]=1 |f:0.1|. Procedure: In an analogous manner to that described in Example 1e), the condensation of (S)-3-amino-5-(2-benzyloxy-ethyl)-1,3,4,5-tetrahydro-benzo[b][1,4]diazepin-2-one hydrochloride and (RS)-2-hydroxy-2-methyl-N-(2,2,3,3,3-pentafluoro-propyl)-malonamic acid with 1-hydroxy-benzotriazole and N-(3-dimethylaminpropyl)-N′-ethyl-carbodiimide hydrochloride as the condensating agents yielded a 1:1-mixture of the epimeric title compounds as a light yellow solid; MS (m/e) 559 (M+H)+. The product is CC(C(=O)O)(C)N1N=CC(=C1)C1=CC2=C(C=3N=C(SC3CCO2)C=2N(N=CN2)CC(F)(F)F)C=C1 (2-Methyl-2-(4-{2-[2-(2,2,2-trifluoro-ethyl)-2H-[1,2,4]triazol-3-yl]-4,5-dihydro-6-oxa-3-thia-1-aza-benzo[e]azulen-8-yl}-pyrazol-1-yl)-propionic acid). Procedure: Following the procedure for 114, 8-Bromo-2-[2-(2,2,2-trifluoro-ethyl)-2H-[1,2,4]triazol-3-yl]-4,5-dihydro-6-oxa-3-thia-1-aza-benzo[e]azulene was reacted with 2-Methyl-2-[4-(4,4,5,5-tetramethyl-[1,3,2]dioxaborolan-2-yl)-pyrazol-1-yl]-propionic acid ethyl ester to give 211. MS(ESI+) 505.1 The reactants are BrC1=CC2=C(C=3N=C(SC3CCO2)C=2N(N=CN2)CC(F)(F)F)C=C1 (8-Bromo-2-[2-(2,2,2-trifluoro-ethyl)-2H-[1,2,4]triazol-3-yl]-4,5-dihydro-6-oxa-3-thia-1-aza-benzo[e]azulene), C(C)OC(C(C)(N1N=CC(=C1)B1OC(C(O1)(C)C)(C)C)C)=O (2-Methyl-2-[4-(4,4,5,5-tetramethyl-[1,3,2]dioxaborolan-2-yl)-pyrazol-1-yl]-propionic acid ethyl ester). As a reaction SMILES: Br[C:2]1[CH:25]=[CH:24][C:5]2[C:6]3[N:7]=[C:8]([C:14]4[N:15]([CH2:19][C:20]([F:23])([F:22])[F:21])[N:16]=[CH:17][N:18]=4)[S:9][C:10]=3[CH2:11][CH2:12][O:13][C:4]=2[CH:3]=1.C([O:28][C:29](=[O:47])[C:30]([CH3:46])([N:32]1[CH:36]=[C:35](B2OC(C)(C)C(C)(C)O2)[CH:34]=[N:33]1)[CH3:31])C>>[CH3:46][C:30]([N:32]1[CH:36]=[C:35]([C:2]2[CH:25]=[CH:24][C:5]3[C:6]4[N:7]=[C:8]([C:14]5[N:15]([CH2:19][C:20]([F:22])([F:23])[F:21])[N:16]=[CH:17][N:18]=5)[S:9][C:10]=4[CH2:11][CH2:12][O:13][C:4]=3[CH:3]=2)[CH:34]=[N:33]1)([CH3:31])[C:29]([OH:47])=[O:28]. Reagents/catalysts: C=1C=CC(=CC1)/C=C/C(=O)/C=C/C2=CC=CC=C2.C=1C=CC(=CC1)/C=C/C(=O)/C=C/C2=CC=CC=C2.C=1C=CC(=CC1)/C=C/C(=O)/C=C/C2=CC=CC=C2.[Pd].[Pd] (tris(dibenzylideneacetone)dipalladium). The solvent is C(C)#N (acetonitrile). Reactants: C1(=CC=CC=C1)P(C1=CC=CC=2C(C3=CC=CC(=C3OC12)P(C1=CC=CC=C1)C1=CC=CC=C1)(C)C)C1=CC=CC=C1 (4,5-bis(diphenylphosphino)-9,9-dimethylxanthene), BrC1=CC=C2C=CC(N(C2=C1)CCN1CCC(CC1)NC(OC(C)(C)C)=O)=O (tert-butyl {1-[2-(7-bromo-2-oxoquinolin-1(2H)-yl)ethyl]piperidin-4-yl}carbamate), BrC1=CC=C2C=CC(N(C2=C1)CCN1CCC(CC1)NC(OC(C)(C)C)=O)=O (tert-butyl {1-[2-(7-bromo-2-oxoquinolin-1(2H)-yl)ethyl]piperidin-4-yl}carbamate), [C-]#N.[K+] (potassium cyanide). Procedure details: A mixture of tert-butyl {1-[2-(7-bromo-2-oxoquinolin-1(2H)-yl)ethyl]piperidin-4-yl}carbamate (Intermediate 16) (9.85 g, 21.9 mmol) and potassium cyanide (2.14 g, 32.8 mmol) in dry acetonitrile (60 mL) was degassed and flushed with nitrogen three times. Tributyltinchloride (0.059 mmol, 1.13 mL of a 51.6 mM solution in heptane) was added, followed by 4,5-bis(diphenylphosphino)-9,9-dimethylxanthene (63 mg, 0.11 mmol) and tris(dibenzylideneacetone)dipalladium (0) (100 mg, 0.11 mmol) and it was degas... Reaction conditions: time 30 minute. The product is C(#N)C1=CC=C2C=CC(N(C2=C1)CCN1CCC(CC1)NC(OC(C)(C)C)=O)=O (tert-Butyl {1-[2-(7-cyano-2-oxoquinolin-1(2H)-yl)ethyl]piperidin-4-yl}carbamate). Reaction SMILES: Br[C:2]1[CH:11]=[C:10]2[C:5]([CH:6]=[CH:7][C:8](=[O:28])[N:9]2[CH2:12][CH2:13][N:14]2[CH2:19][CH2:18][CH:17]([NH:20][C:21](=[O:27])[O:22][C:23]([CH3:26])([CH3:25])[CH3:24])[CH2:16][CH2:15]2)=[CH:4][CH:3]=1.[C-:29]#[N:30].[K+].C1(P(C2C=CC=CC=2)C2C3OC4C(=CC=CC=4P(C4C=CC=CC=4)C4C=CC=CC=4)C(C)(C)C=3C=CC=2)C=CC=CC=1>C(#N)C.C1C=CC(/C=C/C(/C=C/C2C=CC=CC=2)=O)=CC=1.C1C=CC(/C=C/C(/C=C/C2C=CC=CC=2)=O)=CC=1.C1C=CC(/C=C/C(/C=C/C2C=CC=CC=2)=O)=CC=1.[Pd].[Pd]>[C:29]([C:2]1[CH:11]=[C:10]2[C:5]([CH:6]=[CH:7][C:8](=[O:28])[N:9]2[CH2:12][CH2:13][N:14]2[CH2:19][CH2:18][CH:17]([NH:20][C:21](=[O:27])[O:22][C:23]([CH3:25])([CH3:26])[CH3:24])[CH2:16][CH2:15]2)=[CH:4][CH:3]=1)#[N:30] |f:1.2,5.6.7.8.9|. Reactants: Cc1cc(C)c(Nc2nc(C)ccc2S(=O)(=O)c2ccc(Br)cc2)c(C)c1, COCCOC, O, OB(O)c1ccccc1, Cl[Pd]Cl, c1ccc(P(c2ccccc2)c2ccccc2)cc1, c1ccc(P(c2ccccc2)c2ccccc2)cc1. The product is Cc1cc(C)c(Nc2nc(C)ccc2S(=O)(=O)c2ccc(-c3ccccc3)cc2)c(C)c1. RXN SMILES: [Br:1][c:2]1[cH:3][cH:4][c:5]([S:8](=[O:9])(=[O:10])[c:11]2[c:12]([NH:18][c:19]3[c:20]([CH3:27])[cH:21][c:22]([CH3:26])[cH:23][c:24]3[CH3:25])[n:13][c:14]([CH3:17])[cH:15][cH:16]2)[cH:6][cH:7]1.[CH2:79]([CH2:80][O:81][CH3:82])[O:83][CH3:84].[OH2:78].[OH:28][B:29]([OH:30])[c:31]1[cH:32][cH:33][cH:34][cH:35][cH:36]1.[Pd:37]([Cl:38])[Cl:39].[c:40]1([P:41]([c:42]2[cH:43][cH:44][cH:45][cH:46][cH:47]2)[c:48]2[cH:49][cH:50][cH:51][cH:52][cH:53]2)[cH:54][cH:55][cH:56][cH:57][cH:58]1.[c:59]1([P:60]([c:61]2[cH:62][cH:63][cH:64][cH:65][cH:66]2)[c:67]2[cH:68][cH:69][cH:70][cH:71][cH:72]2)[cH:73][cH:74][cH:75][cH:76][cH:77]1>>[c:2]1(-[c:31]2[cH:32][cH:33][cH:34][cH:35][cH:36]2)[cH:3][cH:4][c:5]([S:8](=[O:9])(=[O:10])[c:11]2[c:12]([NH:18][c:19]3[c:20]([CH3:27])[cH:21][c:22]([CH3:26])[cH:23][c:24]3[CH3:25])[n:13][c:14]([CH3:17])[cH:15][cH:16]2)[cH:6][cH:7]1. Product: C1(=CC=CC=C1)C(CC(C)(C)C)(C1=CC=CC=C1)[Li] (DDBLi). The reactants are CC(=C)C(=O)OC1C[C@H]2CC[C@@]1(C2(C)C)C (IBMA), [Li]C(C)(C)C (t-BuLi), C1CCOC1 (THF), solution, C1CCCCC1 (cyclohexane), CC(=C)C(=O)OC (PMMA). Procedure details: 1 ml t-BuLi was added to 40 ml THF containing 3 ml DPE solution (0.392N) in cyclohexane and 2 ml LiCl solution at 0° C. The solution was then brought to the reaction temperature (from -78 to 40° C.), 3 ml of IBMA was added and allowed to polymerize for about 1 hour. Polymer was recovered by precipitation in 200 ml methanol. Note: here the reaction product of t-BuLi and DPE, that is 1,1-diphenyl-3,3-dimethylbutyl lithium (DDBLi), was used as an iniiator. As an alternative example, trimethylsilyl-... Reaction SMILES: [Li:1][C:2]([CH3:5])([CH3:4])[CH3:3].C1COCC1.CC(C(OC1[C@@:22]2(C)[C:23]([CH3:25])(C)[C@H]([CH2:20][CH2:21]2)C1)=O)=C.[CH3:27][C:28]([C:30](OC)=O)=[CH2:29].[CH2:34]1[CH2:39][CH2:38]C[CH2:36][CH2:35]1>[Li+].[Cl-]>[C:3]1([C:2]([Li:1])([C:5]2[CH:20]=[CH:21][CH:22]=[CH:23][CH:25]=2)[CH2:4][C:28]([CH3:30])([CH3:29])[CH3:27])[CH:38]=[CH:39][CH:34]=[CH:35][CH:36]=1 |f:5.6|. Run in [Li+].[Cl-] (LiCl). The reactants are NC=1C=C(C(=O)O)C=CC1N (3,4-diamino-benzoic acid), ClC1=CC=C(C=C1)C1(OCCO1)C1=CC=C(C=C1)C1=NC2=C(N1)C=CC(=C2)C(=O)O (2-{4-[2-(4-Chloro-phenyl)-[1,3]dioxolan-2-yl]-phenyl}-1H-benzoimidazole-5-carboxylic acid), ClC1=CC=C(C=C1)C1(OCCO1)C1=CC=C(C=O)C=C1 (4-[2-(4-chloro-phenyl)-[1,3]dioxolan-2-yl]-benzaldehyde). Product: ClC1=CC=C(C=C1)C1(OCCO1)C1=CC=C(C=C1)C1=NC2=C(N1)C=CC(=C2)C(=O)N (2-{4-[2-(4-Chloro-phenyl)-[1,3]dioxolan-2-yl]-phenyl}-1H-benzoimidazole-5-carboxylic acid amide), solid. Isolated yield 92.0%. RXN SMILES: [Cl:1][C:2]1[CH:7]=[CH:6][C:5]([C:8]2([C:13]3[CH:18]=[CH:17][C:16]([C:19]4[NH:23][C:22]5[CH:24]=[CH:25][C:26]([C:28](O)=[O:29])=[CH:27][C:21]=5[N:20]=4)=[CH:15][CH:14]=3)[O:12][CH2:11][CH2:10][O:9]2)=[CH:4][CH:3]=1.ClC1C=CC(C2(C3C=CC(C=O)=CC=3)OCCO2)=CC=1.[NH2:51]C1C=C(C=CC=1N)C(O)=O>>[Cl:1][C:2]1[CH:3]=[CH:4][C:5]([C:8]2([C:13]3[CH:18]=[CH:17][C:16]([C:19]4[NH:23][C:22]5[CH:24]=[CH:25][C:26]([C:28]([NH2:51])=[O:29])=[CH:27][C:21]=5[N:20]=4)=[CH:15][CH:14]=3)[O:12][CH2:11][CH2:10][O:9]2)=[CH:6][CH:7]=1. Procedure details: 2-{4-[2-(4-Chloro-phenyl)-[1,3]dioxolan-2-yl]-phenyl}-1H-benzoimidazole-5-carboxylic acid. This compound was prepared as described in Example 1 Step C from 4-[2-(4-chloro-phenyl)-[1,3]dioxolan-2-yl]-benzaldehyde (100 mg, 0.34 mmol) and 3,4-diamino-benzoic acid (53 mg, 0.34 mmol). The title compound was obtained as a tan solid 135 mg (92%). MS (ESI): mass calculated for C23H17ClN2O4, 420.1; m/z found, 421.1 [M+H]+, 419.1 [M−H]−. HPLC (Method B): Rt=2.43. Reactants: C(C)N1CC(CCC1)CCN1C2=NC(=NC(=C2N=C1OC)N)O[C@H](CCC)C (9-[2-(1-Ethyl-3-piperidinyl)ethyl]-2-{[(1S)-1-methylbutyl]oxy}-8-(methyloxy)-9H-purin-6-amine), C[C@@H](CCC)OC1=NC(=C2N=C(N(C2=N1)CC1CCNCC1)OC)N (2-{[(1S)-1-methylbutyl]oxy}-8-(methyloxy)-9-(4-piperidinylmethyl)-9H-purin-6-amine), ICC (iodoethane). Yields the product C(C)N1CCC(CC1)CN1C2=NC(=NC(=C2N=C1OC)N)O[C@H](CCC)C (9-[(1-Ethyl-4-piperidinyl)methyl]-2-{[(1S)-1-methylbutyl]oxy}-8-(methyloxy)-9H-purin-6-amine). Reaction SMILES: [CH2:1]([N:3]1[CH2:8][CH2:7]C[CH:5]([CH2:9][CH2:10][N:11]2[C:19]([O:20][CH3:21])=[N:18][C:17]3[C:12]2=[N:13][C:14]([O:23][C@@H:24]([CH3:28])[CH2:25][CH2:26][CH3:27])=[N:15][C:16]=3[NH2:22])[CH2:4]1)[CH3:2].C[C@H](OC1N=C2C(N=C(OC)N2CC2CCNCC2)=C(N)N=1)CCC.ICC>>[CH2:1]([N:3]1[CH2:4][CH2:5][CH:9]([CH2:10][N:11]2[C:19]([O:20][CH3:21])=[N:18][C:17]3[C:12]2=[N:13][C:14]([O:23][C@@H:24]([CH3:28])[CH2:25][CH2:26][CH3:27])=[N:15][C:16]=3[NH2:22])[CH2:7][CH2:8]1)[CH3:2]. Procedure details: Prepared similarly to Intermediate 46 from 2-{[(1S)-1-methylbutyl]oxy}-8-(methyloxy)-9-(4-piperidinylmethyl)-9H-purin-6-amine and iodoethane. Reactants: CO, Cn1cc(-c2cn(S(=O)(=O)c3ccccc3)c3ncc(C4=CC5CCC4C5)cc23)cn1. Yields the product Cn1cc(-c2cn(S(=O)(=O)c3ccccc3)c3ncc(C4CC5CCC4C5)cc23)cn1. Reaction SMILES: [CH3:32][OH:33].[CH:1]12[C:2]([c:8]3[cH:9][c:10]4[c:11]([n:12][cH:13]3)[n:14]([S:23](=[O:24])(=[O:25])[c:26]3[cH:27][cH:28][cH:29][cH:30][cH:31]3)[cH:15][c:16]4-[c:17]3[cH:18][n:19][n:20]([CH3:22])[cH:21]3)=[CH:3][CH:4]([CH2:5][CH2:6]1)[CH2:7]2>>[CH:1]12[CH:2]([c:8]3[cH:9][c:10]4[c:11]([n:12][cH:13]3)[n:14]([S:23](=[O:24])(=[O:25])[c:26]3[cH:27][cH:28][cH:29][cH:30][cH:31]3)[cH:15][c:16]4-[c:17]3[cH:18][n:19][n:20]([CH3:22])[cH:21]3)[CH2:3][CH:4]([CH2:5][CH2:6]1)[CH2:7]2.